This data is from the Open Reaction Database (ORD), a public repository of structured organic reaction records. The task is: describe an organic reaction: reactants, conditions, products, and yield Reactants: COC=1C=CC2=C(C(=C(O2)C(=O)OC)C)C1 (methyl 5-methoxy-3-methyl-1-benzofuran-2-carboxylate), [H-].[Al+3].[Li+].[H-].[H-].[H-] (lithium aluminum hydride), O (Water). The reagents and catalysts are [O-2].[O-2].[Mn+4] (manganese dioxide). The solvent is O1CCCC1 (tetrahydrofuran), O1CCCC1 (tetrahydrofuran). Run at time 1.5 hour. The product is COC=1C=CC2=C(C(=C(O2)C=O)C)C1 (5-methoxy-3-methyl-1-benzofuran-2-carbaldehyde). Yield: 79.0%. Reaction SMILES: [CH3:1][O:2][C:3]1[CH:4]=[CH:5][C:6]2[O:10][C:9]([C:11](OC)=[O:12])=[C:8]([CH3:15])[C:7]=2[CH:16]=1.[H-].[Al+3].[Li+].[H-].[H-].[H-].O>O1CCCC1.[O-2].[O-2].[Mn+4]>[CH3:1][O:2][C:3]1[CH:4]=[CH:5][C:6]2[O:10][C:9]([CH:11]=[O:12])=[C:8]([CH3:15])[C:7]=2[CH:16]=1 |f:1.2.3.4.5.6,9.10.11|. Reported procedure: To a solution (100 mL) of methyl 5-methoxy-3-methyl-1-benzofuran-2-carboxylate (5.00 g) in tetrahydrofuran was added lithium aluminum hydride (862 mg) at 0° C., and the mixture was stirred for 1.5 hr. Water (860 μL) was added to quench the reaction, 1N aqueous sodium hydroxide solution (860 μL) was added, and the mixture was stirred at room temperature for 1 hr. The resulting insoluble material was filtered off, and the filtrate was concentrated under reduced pressure to give a pale-yellow solid... The solvent is CO (methanol). Reactants: C(C)(=O)OCC (ethyl acetate), Cl (hydrochloric acid), C(C1=CC=CC=C1)O[C@H]1[C@@H](O[C@H]2[C@H]([C@H]([C@@H]3N(OC[C@@H]32)C(=O)OCC3=CC=CC=C3)OCC3=CC=CC=C3)OCC3=CC=CC=C3)O[C@@H]([C@H]([C@@H]1OCC1=CC=CC=C1)O[C@H]1[C@H](OCC3=CC=CC=C3)[C@@H](OCC3=CC=CC=C3)[C@H](OCC3=CC=CC=C3)[C@H](O1)C)COCC1=CC=CC=C1 ((3aR,4R,5R,6S,6aR)-1-Benzyloxycarbonyl-5,6-dibenzyloxy-hexahydro-cyclopenta[c]isoxazol-4-yl 2,3,6-tri-O-benzyl-4-O-(6-deoxy-2,3,4-tri-O-benzyl-β-D-glucopyranosyl)-α-D-glucopyranoside). Yield: 73.3%. The reagents and catalysts are [OH-].[Pd+2].[OH-].[C] (palladium hydroxide carbon). As a reaction SMILES: C([O:8][C@@H:9]1[C@@H:49]([O:50]CC2C=CC=CC=2)[C@H:48]([O:58][C@@H:59]2[O:88][C@H:87]([CH3:89])[C@@H:78]([O:79]CC3C=CC=CC=3)[C@H:69]([O:70]CC3C=CC=CC=3)[C@H:60]2[O:61]CC2C=CC=CC=2)[C@@H:47]([CH2:90][O:91]CC2C=CC=CC=2)[O:46][C@@H:10]1[O:11][C@@H:12]1[C@@H:19]2[C@@H:15]([N:16](C(OCC3C=CC=CC=3)=O)[O:17][CH2:18]2)[C@H:14]([O:30]CC2C=CC=CC=2)[C@@H:13]1[O:38]CC1C=CC=CC=1)C1C=CC=CC=1.C(OCC)(=O)C.Cl>CO.[OH-].[Pd+2].[OH-].[C]>[C@@H:59]1([O:58][C@@H:48]2[C@@H:47]([CH2:90][OH:91])[O:46][C@H:10]([O:11][C@@H:12]3[C@@H:19]([CH2:18][OH:17])[C@@H:15]([NH2:16])[C@H:14]([OH:30])[C@H:13]3[OH:38])[C@H:9]([OH:8])[C@H:49]2[OH:50])[O:88][C@H:87]([CH3:89])[C@@H:78]([OH:79])[C@H:69]([OH:70])[C@H:60]1[OH:61] |f:4.5.6.7|. Run at time 4 hour. Yields the product [C@@H]1([C@H](O)[C@@H](O)[C@H](O)[C@H](O1)C)O[C@H]1[C@@H]([C@H]([C@@H](O[C@H]2[C@@H]([C@H]([C@@H]([C@@H]2CO)N)O)O)O[C@@H]1CO)O)O ((1R,2S, 3R, 4R, 5R)-1-Amino-2,3-dihydroxy-5-hydroxymethyl-cyclopent-4-yl 4-O-(6-deoxy-β-D-glucopyranosyl)-α-D-glucopyranoside). Procedure details: The compound (115 mg, 86.8 μmol) synthesized in Example 15 (15a) was dissolved in methanol (20 mL) and ethyl acetate (1 mL) and hydrochloric acid (10 μL) and 20% palladium hydroxide-carbon (115 mg) were added thereto, followed by stirring of the mixture at room temperature under a hydrogen atmosphere for 4 hours. After celite filtration, the solvent was distilled off under reduced pressure and the residue was purified by ion exchange resin (Dowex 50w×8) column (water—5% ammonia water). Further, ... Starting materials: IC1=NN(C2=CC=CC(=C12)[N+](=O)[O-])CC1=CN=C(S1)C (5-((3-iodo-4-nitro-1H-indazol-1-yl)methyl)-2-methylthiazole), [Cl-].[NH4+] (ammonium chloride). The reagents and catalysts are [Fe] (iron). The solvent is CCO.O (EtOH water). Run at temperature 85 celsius, time 3 hour. Yields the product IC1=NN(C=2C=CC=C(C12)N)CC1=CN=C(S1)C (3-iodo-1-((2-methylthiazol-5-yl)methyl)-1H-indazol-4-amine). Yield: 99.9%. RXN SMILES: [I:1][C:2]1[C:10]2[C:5](=[CH:6][CH:7]=[CH:8][C:9]=2[N+:11]([O-])=O)[N:4]([CH2:14][C:15]2[S:19][C:18]([CH3:20])=[N:17][CH:16]=2)[N:3]=1.[Cl-].[NH4+]>CCO.O.[Fe]>[I:1][C:2]1[C:10]2[C:9]([NH2:11])=[CH:8][CH:7]=[CH:6][C:5]=2[N:4]([CH2:14][C:15]2[S:19][C:18]([CH3:20])=[N:17][CH:16]=2)[N:3]=1 |f:1.2,3.4|. Reported procedure: To a solution of 5-((3-iodo-4-nitro-1H-indazol-1-yl)methyl)-2-methylthiazole (332 mg, 0.830 mmol) in EtOH/water (4:1, 10 mL) was added iron powder (463 mg, 8.30 mmol) and ammonium chloride (44.4 mg, 0.83 mmol). The resulting mixture was heated at 85° C. with vigorous magnetic stirring for three hours. The mixture was cooled to ambient temperature, concentrated, and EtOAc (40 mL) and triethylamine (10 mL) were added. The resulting mixture was heated at 85° C. for 20 minutes, then cooled to 45° C.... Product: NC1=NC2=NC=CN=C2C(N1)=O (2-desaminoaminopterin). Procedure details: A mixture of the product described in the preceding paragraph (a) (2.55 g, 0.005 mol), formamidine acetate (Aldrich, 2.08 g, 0.02 mol), and 2-ethoxyethanol (30 mL) was refluxed for 45 min, the solvent was evaporated under reduced pressure, and the dark residue was partitioned between CHCl3 and H2O. The emulsion was allowed to settle, and the residue after evaporation of the CHCl3 layer was passed through a silica gel column (70 g, 3×35 cm), which was eluted first with 19:1 CHCl3 --MeOH to sequen... Reactants: NC1=NC=C(N=C1C#N)CNC1=CC=C(C(=O)N[C@@H](CCC(=O)OC(C)(C)C)C(=O)OC(C)(C)C)C=C1 (Di-tert-butyl N-[4-[N-(2-amino-3-cyanopyrazin-5-yl) methylamino]-benzoyl]-L-glutamate), C(Cl)(Cl)Cl (CHCl3), C(C)(=O)O.C(=N)N (formamidine acetate), C(C)OCCO (2-ethoxyethanol). RXN SMILES: [NH2:1][C:2]1C(C#N)=[N:6][C:5](CNC2C=CC(C(N[C@H](C(OC(C)(C)C)=O)CCC(OC(C)(C)C)=O)=O)=CC=2)=[CH:4][N:3]=1.[C:38]([OH:41])(=O)[CH3:39].[CH:42]([NH2:44])=[NH:43].C(OCCO)C.C(Cl)(Cl)Cl>CO>[NH2:43][C:42]1[NH:44][C:38](=[O:41])[C:39]2[C:2](=[N:3][CH:4]=[CH:5][N:6]=2)[N:1]=1 |f:1.2|. The yield is 163.1%. The solvent is CO (MeOH).